Dataset: the Open Reaction Database (ORD), a public repository of structured organic reaction records. Task: describe an organic reaction: reactants, conditions, products, and yield Starting materials: BrC1=C(C=O)C(=CC=C1)N1N=CC=2C=3CCCCC3SC2C1=O (2-Bromo-6-{6-oxo-8-thia-4,5-diazatricyclo[7.4.0.02,7]trideca-1(9),2(7),3-trien-5-yl}benzaldehyde), CN1C(C(=CC(=C1)B1OC(C(O1)(C)C)(C)C)NC1=NC=C(C=C1)N1[C@H](CN(CC1)C1COC1)C)=O ((S)-1-methyl-3-(5-(2-methyl-4-(oxetan-3-yl)piperazin-1-yl)pyridin-2-ylamino)-5-(4,4,5,5-tetramethyl-1,3,2-dioxaborolan-2-yl)pyridin-2(1H)-one), C(C)(=O)[O-].[Na+] (sodium acetate), [O-]P(=O)([O-])[O-].[K+].[K+].[K+] (K3PO4). Reagents/catalysts: C1=CC=C(C=C1)P([C-]2C=CC=C2)C3=CC=CC=C3.C1=CC=C(C=C1)P([C-]2C=CC=C2)C3=CC=CC=C3.Cl[Pd]Cl.[Fe+2] (Pd(dppf)Cl2). Run in C(C)#N (acetonitrile). Conditions: temperature 100 celsius. The product is CN1C=C(C=C(C1=O)NC1=NC=C(C=C1)N1[C@H](CN(CC1)C1COC1)C)C1=C(C=O)C(=CC=C1)N1N=CC=2C=3CCCCC3SC2C1=O (2-[1-Methyl-5-({5-[(2S)-2-methyl-4-(oxetan-3-yl)piperazin-1-yl]pyridin-2-yl}amino)-6-oxopyridin-3-yl]-6-{6-oxo-8-thia-4,5-diazatricyclo[7.4.0.02,7]trideca-1(9),2(7),3-trien-5-yl}benzaldehyde). Isolated yield 46.3%. RXN SMILES: Br[C:2]1[CH:9]=[CH:8][CH:7]=[C:6]([N:10]2[C:22](=[O:23])[C:21]3[S:20][C:19]4[CH2:18][CH2:17][CH2:16][CH2:15][C:14]=4[C:13]=3[CH:12]=[N:11]2)[C:3]=1[CH:4]=[O:5].[CH3:24][N:25]1[CH:30]=[C:29](B2OC(C)(C)C(C)(C)O2)[CH:28]=[C:27]([NH:40][C:41]2[CH:46]=[CH:45][C:44]([N:47]3[CH2:52][CH2:51][N:50]([CH:53]4[CH2:56][O:55][CH2:54]4)[CH2:49][C@@H:48]3[CH3:57])=[CH:43][N:42]=2)[C:26]1=[O:58].C([O-])(=O)C.[Na+].[O-]P([O-])([O-])=O.[K+].[K+].[K+]>C1C=CC(P(C2C=CC=CC=2)[C-]2C=CC=C2)=CC=1.C1C=CC(P(C2C=CC=CC=2)[C-]2C=CC=C2)=CC=1.Cl[Pd]Cl.[Fe+2].C(#N)C>[CH3:24][N:25]1[C:26](=[O:58])[C:27]([NH:40][C:41]2[CH:46]=[CH:45][C:44]([N:47]3[CH2:52][CH2:51][N:50]([CH:53]4[CH2:54][O:55][CH2:56]4)[CH2:49][C@@H:48]3[CH3:57])=[CH:43][N:42]=2)=[CH:28][C:29]([C:2]2[CH:9]=[CH:8][CH:7]=[C:6]([N:10]3[C:22](=[O:23])[C:21]4[S:20][C:19]5[CH2:18][CH2:17][CH2:16][CH2:15][C:14]=5[C:13]=4[CH:12]=[N:11]3)[C:3]=2[CH:4]=[O:5])=[CH:30]1 |f:2.3,4.5.6.7,8.9.10.11|. Reported procedure: A sealed tube equipped with a magnetic stirrer was charged with 130a (160 mg, 0.40 mmol), (S)-1-methyl-5-(5-(2-methyl-4-(oxetan-3-yl)piperazin-1-yl)pyridin-2-ylamino)-6-oxo-1,6-dihydropyridin-3-ylboronic acid 113f (160 mg, 0.40 mmol), Pd(dppf)Cl2 (32 mg, 0.040 mmol), sodium acetate (66 mg, 0.80 mmol), K3PO4 (170 mg, 0.80 mmol), and acetonitrile (6 mL). After three cycles of vacuum/argon flush, the mixture was heated at 100° C. for 2 h. It was then filtered and the filtrate was evaporated under r... The reactants are S=C(n1ccnc1)n1ccnc1, COc1ccc2nc(N)sc2c1, CC#N. Product: COc1ccc2nc(NC(=S)n3ccnc3)sc2c1. Reaction SMILES: [C:13](=[S:14])([n:15]1[cH:16][n:17][cH:18][cH:19]1)[n:20]1[cH:21][cH:22][n:23][cH:24]1.[CH3:1][O:2][c:3]1[cH:4][c:5]2[c:6]([n:7][c:8]([NH2:10])[s:9]2)[cH:11][cH:12]1.[CH3:25][C:26]#[N:27]>>[CH3:1][O:2][c:3]1[cH:4][c:5]2[c:6]([n:7][c:8]([NH:10][C:13](=[S:14])[n:15]3[cH:16][n:17][cH:18][cH:19]3)[s:9]2)[cH:11][cH:12]1. Starting materials: CC(C)(C)NS(=O)(=O)C1=CC=CC=2CCCC(C12)O (N-(1,1-Dimethylethyl)-5,6,7,8-tetrahydro-8-hydroxy-1-naphthalenesulfonamide), [Cr](=O)(=O)([O-])Cl.[NH+]1=CC=CC=C1 (pyridiniumchlorochromate). Run in CCOCC (ether), C(Cl)Cl (methylene chloride). Yields the product CC(C)(C)NS(=O)(=O)C1=CC=CC=2CCCC(C12)=O (N-(1,1-Dimethylethyl)-5,6,7,8-tetrahydro-8-oxo-1-naphthalenesulfonamide). Isolated yield 97.1%. RXN SMILES: [CH3:1][C:2]([NH:5][S:6]([C:9]1[C:18]2[CH:17]([OH:19])[CH2:16][CH2:15][CH2:14][C:13]=2[CH:12]=[CH:11][CH:10]=1)(=[O:8])=[O:7])([CH3:4])[CH3:3].[Cr](Cl)([O-])(=O)=O.[NH+]1C=CC=CC=1>C(Cl)Cl.CCOCC>[CH3:4][C:2]([NH:5][S:6]([C:9]1[C:18]2[C:17](=[O:19])[CH2:16][CH2:15][CH2:14][C:13]=2[CH:12]=[CH:11][CH:10]=1)(=[O:8])=[O:7])([CH3:1])[CH3:3] |f:1.2|. Procedure details: To a solution of 5.49 g (19.4 mmol) of material prepared in Example 11 in 250 mL of methylene chloride was added 8.35 g (39 mmol) of pyridiniumchlorochromate. After 3 hours the reaction mixture was diluted with ether and passed through a plug of fluorosil to give 5.3 g of the title compound as a colorless oil. Starting materials: COC1=CC=C(CN2N=CC3=C2N=CC=2CN(CCC32)S(=O)(=O)C3=CC=CC=C3)C=C1 (3-(4-methoxybenzyl)-7-(phenylsulfonyl)-6,7,8,9-tetrahydro-3H-pyrazolo[3,4-c][2,7]naphthyridine), FC(C(=O)O)(F)F (trifluoroacetic acid). Run in C1(=CC=CC=C1)C (toluene). Reaction conditions: temperature 65 celsius. The product is C1(=CC=CC=C1)S(=O)(=O)N1CCC=2C3=C(N=CC2C1)NN=C3 (7-(phenylsulfonyl)-6,7,8,9-tetrahydro-3H-pyrazolo[3,4-c][2,7]naphthyridine). Isolated yield 5.4%. As a reaction SMILES: COC1C=CC(C[N:8]2[C:12]3[N:13]=[CH:14][C:15]4[CH2:16][N:17]([S:21]([C:24]5[CH:29]=[CH:28][CH:27]=[CH:26][CH:25]=5)(=[O:23])=[O:22])[CH2:18][CH2:19][C:20]=4[C:11]=3[CH:10]=[N:9]2)=CC=1.FC(F)(F)C(O)=O>C1(C)C=CC=CC=1>[C:24]1([S:21]([N:17]2[CH2:16][C:15]3[CH:14]=[N:13][C:12]4[NH:8][N:9]=[CH:10][C:11]=4[C:20]=3[CH2:19][CH2:18]2)(=[O:23])=[O:22])[CH:29]=[CH:28][CH:27]=[CH:26][CH:25]=1. Reported procedure: To 3-(4-methoxybenzyl)-7-(phenylsulfonyl)-6,7,8,9-tetrahydro-3H-pyrazolo[3,4-c][2,7]naphthyridine (0.109 g, 2.51 mmol) was added trifluoroacetic acid (2 mL). The reaction mixture was heated at 65° C. for 16 hours. On completion of the reaction, toluene (5 mL) was added. The reaction mixture was evaporated to dryness under reduced pressure to yield a dark brown solid. The crude product was purified using reverse phase HPLC chromatography to give the desired product, 7-(phenylsulfonyl)-6,7,8,9-tet... Reactants: BrBr, CC(=O)O, Nc1ccc(Cl)cc1C(=O)O. Yields the product Nc1c(Br)cc(Cl)cc1C(=O)O. Reaction SMILES: [Br:12][Br:13].[C:14]([OH:15])(=[O:16])[CH3:17].[NH2:1][c:2]1[c:3]([C:4](=[O:5])[OH:6])[cH:7][c:8]([Cl:11])[cH:9][cH:10]1>>[NH2:1][c:2]1[c:3]([C:4](=[O:5])[OH:6])[cH:7][c:8]([Cl:11])[cH:9][c:10]1[Br:12].